Dataset: the Open Reaction Database (ORD), a public repository of structured organic reaction records. Task: describe an organic reaction: reactants, conditions, products, and yield Reported procedure: To a mixture of 1,5-bis(4-methoxyphenyl)-1H-1,2,4-triazole-3-thiol (470 mg, 1.5 mmol) in 1N sodium hydroxide solution (5 mL), was added iodomethane (0.934 mL, 15 mmol). The mixture was shaken overnight. Dichloromethane and water were added to the mixture and the organic layer was separated, washed with 0.1 N hydrochloric acid and sat sodium bicarbonate, and brine, and dried over magnesium sulfate. The solvent was removed under reduced pressure.The generated precipitate was isolated by filtration... Yield: 47.9%. The reactants are COC1=CC=C(C=C1)N1N=C(N=C1C1=CC=C(C=C1)OC)S (1,5-bis(4-methoxyphenyl)-1H-1,2,4-triazole-3-thiol), ClCCl (Dichloromethane), O (water), IC (iodomethane). Solvent: [OH-].[Na+] (sodium hydroxide). Conditions: time 8 hour. The product is COC1=CC=C(C=C1)N1N=C(N=C1C1=CC=C(C=C1)OC)SC (1,5-bis(4-methoxyphenyl)-3-(methylthio)-1H-1,2,4-triazole). As a reaction SMILES: [CH3:1][O:2][C:3]1[CH:8]=[CH:7][C:6]([N:9]2[C:13]([C:14]3[CH:19]=[CH:18][C:17]([O:20][CH3:21])=[CH:16][CH:15]=3)=[N:12][C:11]([SH:22])=[N:10]2)=[CH:5][CH:4]=1.IC.Cl[CH2:26]Cl.O>[OH-].[Na+]>[CH3:1][O:2][C:3]1[CH:4]=[CH:5][C:6]([N:9]2[C:13]([C:14]3[CH:19]=[CH:18][C:17]([O:20][CH3:21])=[CH:16][CH:15]=3)=[N:12][C:11]([S:22][CH3:26])=[N:10]2)=[CH:7][CH:8]=1 |f:4.5|. Starting materials: C(C)OC(=O)C=1NC(=CC1CC(=O)OCC)C (3-ethoxycarbonylmethyl-5-methyl-1H-pyrrole-2 caboxylic acid ethyl ester), [Li+].[OH-] (LiOH), Cl (HCl). The solvent is CO (methanol), O (water). Product: C(=O)(O)CC1=C(NC(=C1)C)C(=O)O (3-carboxymethyl-5-methyl-1H-pyrrole-2-carboxylic acid). Yield: 87.1%. RXN SMILES: C([O:3][C:4]([C:6]1[NH:7][C:8]([CH3:17])=[CH:9][C:10]=1[CH2:11][C:12]([O:14]CC)=[O:13])=[O:5])C.[Li+].[OH-].Cl>CO.O>[C:12]([CH2:11][C:10]1[CH:9]=[C:8]([CH3:17])[NH:7][C:6]=1[C:4]([OH:5])=[O:3])([OH:14])=[O:13] |f:1.2|. Procedure: A solution of 3-ethoxycarbonylmethyl-5-methyl-1H-pyrrole-2 caboxylic acid ethyl ester (7 g, 29.26 mmol), LiOH (7 g, 10 eq.) in methanol (90 mL) and water (30 mL) was heated in a 70° C. oil bath for 3 hours. The cooled reaction was adjusted to pH 3 with 3N HCl, the resulted precipitate was collected by filtration, washed with water and dried to give 4.67 g (87%) of 3-carboxymethyl-5-methyl-1H-pyrrole-2-carboxylic acid. Reactants: ClC1=C(C=CC(=C1)C1=CC=CC=C1)O (2-chloro-4-phenylphenol), COC(C1=C(C=CC=C1)CBr)=O (2-bromomethyl-benzoic acid methyl ester), COC(C1=C(C=CC=C1)CBr)=O (2-bromomethyl-benzoic acid methyl ester). Yields the product ClC=1C=C(C=CC1OCC1=C(C(=O)O)C=CC=C1)C1=CC=CC=C1 (2-(3-Chloro-biphenyl-4-yloxymethyl)-benzoic acid). As a reaction SMILES: [Cl:1][C:2]1[CH:7]=[C:6]([C:8]2[CH:13]=[CH:12][CH:11]=[CH:10][CH:9]=2)[CH:5]=[CH:4][C:3]=1[OH:14].C[O:16][C:17](=[O:26])[C:18]1[CH:23]=[CH:22][CH:21]=[CH:20][C:19]=1[CH2:24]Br>>[Cl:1][C:2]1[CH:7]=[C:6]([C:8]2[CH:13]=[CH:12][CH:11]=[CH:10][CH:9]=2)[CH:5]=[CH:4][C:3]=1[O:14][CH2:24][C:19]1[CH:20]=[CH:21][CH:22]=[CH:23][C:18]=1[C:17]([OH:26])=[O:16]. Procedure details: 2-(3-Chloro-biphenyl-4-yloxymethyl)-benzoic acid was prepared using general procedure A from 2-chloro-4-phenylphenol (available from TCI America, Portland, Oreg.) and 2-bromomethyl-benzoic acid methyl ester (Intermediate 1). Yield: 45 mg. Mass spectrum (ES) MH+=339. Starting materials: CCOC(=O)C(CC(C)C)c1cc(Br)c(O)c(S(=O)(=O)N(C)C)c1, CS(C)=O, BrCC1CC1, [K+], [K+], O=C([O-])[O-]. The product is CCOC(=O)C(CC(C)C)c1cc(Br)c(OCC2CC2)c(S(=O)(=O)N(C)C)c1. RXN SMILES: [Br:1][c:2]1[cH:3][c:4]([CH:15]([C:16](=[O:17])[O:18][CH2:19][CH3:20])[CH2:21][CH:22]([CH3:23])[CH3:24])[cH:5][c:6]([S:9]([N:10]([CH3:11])[CH3:12])(=[O:13])=[O:14])[c:7]1[OH:8].[CH3:36][S:37]([CH3:38])=[O:39].[CH:31]1([CH2:34][Br:35])[CH2:32][CH2:33]1.[K+:25].[K+:26].[O-:27][C:28]([O-:29])=[O:30]>>[Br:1][c:2]1[cH:3][c:4]([CH:15]([C:16](=[O:17])[O:18][CH2:19][CH3:20])[CH2:21][CH:22]([CH3:23])[CH3:24])[cH:5][c:6]([S:9]([N:10]([CH3:11])[CH3:12])(=[O:13])=[O:14])[c:7]1[O:8][CH2:34][CH:31]1[CH2:32][CH2:33]1. Reactants: C1CCOC1, CSc1ncc(CO)c(Nc2cc(C)nn2C)n1, ClCCl. The product is CSc1ncc(C=O)c(Nc2cc(C)nn2C)n1. As a reaction SMILES: [CH2:22]1[O:23][CH2:24][CH2:25][CH2:26]1.[CH3:1][n:2]1[n:3][c:4]([CH3:18])[cH:5][c:6]1[NH:7][c:8]1[n:9][c:10]([S:16][CH3:17])[n:11][cH:12][c:13]1[CH2:14][OH:15].[Cl:19][CH2:20][Cl:21]>>[CH3:1][n:2]1[n:3][c:4]([CH3:18])[cH:5][c:6]1[NH:7][c:8]1[n:9][c:10]([S:16][CH3:17])[n:11][cH:12][c:13]1[CH:14]=[O:15]. Reactants: Nc1ccc(C(F)(F)F)cc1Br, CC(=O)O, O=C1CCC(=O)N1I. Product: Nc1c(Br)cc(C(F)(F)F)cc1I. As a reaction SMILES: [Br:9][c:10]1[c:11]([NH2:12])[cH:13][cH:14][c:15]([C:17]([F:18])([F:19])[F:20])[cH:16]1.[CH3:21][C:22](=[O:23])[OH:24].[I:1][N:2]1[C:3](=[O:4])[CH2:5][CH2:6][C:7]1=[O:8]>>[I:1][c:13]1[c:11]([NH2:12])[c:10]([Br:9])[cH:16][c:15]([C:17]([F:18])([F:19])[F:20])[cH:14]1. Reactants: CC=1C=C2C=CNC2=CC1 (5-Methyl indole), C1(C=CC(N1)=O)=O (maleimide). Run in C(C)(=O)O (acetic acid). The product is CC=1C=C2C(=CNC2=CC1)C1C(NC(C1)=O)=O (3-(5-methyl-1H-indol-3-yl) pyrrolidine-2,5-dione). Isolated yield 40.4%. As a reaction SMILES: [CH3:1][C:2]1[CH:3]=[C:4]2[C:8](=[CH:9][CH:10]=1)[NH:7][CH:6]=[CH:5]2.[C:11]1(=[O:17])[NH:15][C:14](=[O:16])[CH:13]=[CH:12]1>C(O)(=O)C>[CH3:1][C:2]1[CH:3]=[C:4]2[C:8](=[CH:9][CH:10]=1)[NH:7][CH:6]=[C:5]2[CH:13]1[CH2:12][C:11](=[O:17])[NH:15][C:14]1=[O:16]. Reported procedure: 5-Methyl indole (10 g, 76 mmol) and maleimide (7.4 g, 76 mmol) in 77 mL of glacial acetic acid was heated at 90° C. for 24 h. The reaction mixture was cooled to RT, and the acetic acid was evaporated under reduced pressure. The residue was suspended in diethyl ether and filtered to obtain solid product (7 g). Starting materials: NN.O (NH2NH2.H2O), C1(=CC=CC=C1)S(=O)(=O)N1N=C(C(=C1)C=CCCCCCC)C=1C=NC=CC1 (3-(1-phenylsulfonyl-4-oct-1-enyl-1H-pyrazol-3-yl)-pyridine), [OH-].[K+] (KOH). Solvent: C(COCCO)O (diethylene glycol). Product: C(=CCCCCCC)C=1C(=NNC1)C=1C=NC=CC1 (3-(4-oct-1-enyl-1H-pyrazol-3-yl)-pyridine), C1(=CC=CC=C1)S(=O)(=O)N1N=C(C(=C1)C=CCCCCCC)C=1C=NC=CC1 (3-(1-phenylsulfonyl-4-oct-1-enyl-1H-pyrazol-3-yl)-pyridine). Reaction SMILES: [C:1]1([S:7]([N:10]2[CH:14]=[C:13]([CH:15]=[CH:16][CH2:17][CH2:18][CH2:19][CH2:20][CH2:21][CH3:22])[C:12]([C:23]3[CH:24]=[N:25][CH:26]=[CH:27][CH:28]=3)=[N:11]2)(=[O:9])=[O:8])[CH:6]=[CH:5][CH:4]=[CH:3][CH:2]=1.[OH-].[K+].NN.O>C(O)COCCO>[CH:15]([C:13]1[C:12]([C:23]2[CH:24]=[N:25][CH:26]=[CH:27][CH:28]=2)=[N:11][NH:10][CH:14]=1)=[CH:16][CH2:17][CH2:18][CH2:19][CH2:20][CH2:21][CH3:22].[C:1]1([S:7]([N:10]2[CH:14]=[C:13]([CH:15]=[CH:16][CH2:17][CH2:18][CH2:19][CH2:20][CH2:21][CH3:22])[C:12]([C:23]3[CH:24]=[N:25][CH:26]=[CH:27][CH:28]=3)=[N:11]2)(=[O:8])=[O:9])[CH:6]=[CH:5][CH:4]=[CH:3][CH:2]=1 |f:1.2,3.4|. Reported procedure: Compound 46C (0.35 g, 0.89 mmol), 0.7 g of KOH and 1 ml of NH2NH2.H2O were combined in diethylene glycol (10 ml) and warmed to reflux for 1 hour under N2. The mixture was cooled, concentrated and re-dissolved in MeOH. Filtration over 25 g of SCX-2 (MeOH followed by 1 N NH3/MeOH) and subsequent purification by flash chromatography (ethyl acetate) afforded 3-(4-oct-1-enyl-1H-pyrazol-3-yl)-pyridine (the deprotected analog of 46C). Yield 0.19 g (95%). 1H-NMR (400 MHz, CDCl3): δ 8.85 (d, J=2 Hz, 1H),...